This data is from the Open Reaction Database (ORD), a public repository of structured organic reaction records. The task is: describe an organic reaction: reactants, conditions, products, and yield Reactants: CC(C)=O, COc1cc(=O)n(C)c(C(C)C)n1, Cl. Product: CC(C)c1nc(O)cc(=O)n1C. As a reaction SMILES: [CH3:15][C:16](=[O:17])[CH3:18].[CH3:1][n:2]1[c:3]([CH:11]([CH3:12])[CH3:13])[n:4][c:5]([O:9][CH3:10])[cH:6][c:7]1=[O:8].[ClH:14]>>[CH3:1][n:2]1[c:3]([CH:11]([CH3:12])[CH3:13])[n:4][c:5]([OH:9])[cH:6][c:7]1=[O:8].